From a dataset of the Open Reaction Database (ORD), a public repository of structured organic reaction records. describe an organic reaction: reactants, conditions, products, and yield Reactants: C=O (paraformaldehyde), [Cl-].[Li+] (lithium chloride), C1CCC2=NCCCN2CC1.C1CCOC1 (DBU THF), C(C)OP(=O)(OCC)C(C(=O)OCC)CC1=CC=NC2=CC=CC=C12 (ethyl 2-diethylphosphono-3-(4-quinolyl)propionate). Run in C1CCOC1 (THF), C1CCOC1 (THF), C1CCOC1 (THF). Run at time 1 hour. Product: N1=CC=C(C2=CC=CC=C12)CC(C(=O)OCC)=C (Ethyl 2-(4-quinolylmethyl)acrylate). As a reaction SMILES: [Cl-].[Li+].C(OP([CH:11]([CH2:17][C:18]1[C:27]2[C:22](=[CH:23][CH:24]=[CH:25][CH:26]=2)[N:21]=[CH:20][CH:19]=1)[C:12]([O:14][CH2:15][CH3:16])=[O:13])(OCC)=O)C.[CH2:28]1CCN2C(=NCCC2)CC1.C1COCC1.C=O>C1COCC1>[N:21]1[C:22]2[C:27](=[CH:26][CH:25]=[CH:24][CH:23]=2)[C:18]([CH2:17][C:11](=[CH2:28])[C:12]([O:14][CH2:15][CH3:16])=[O:13])=[CH:19][CH:20]=1 |f:0.1,3.4|. Procedure: 140 mg of anhydrous lithium chloride was dissolved in 7 ml of dry THF, and 3 ml of a THF solution of 1.04 g of ethyl 2-diethylphosphono-3-(4-quinolyl)propionate was added thereto. Then, 1.7 ml of DBU/THF (12/25) was added and then a 3 ml of a THF solution of 0.14 g of paraformaldehyde was added thereto. The mixture was stirred at room temperature for one hour, and then the insoluble materials were removed by filtration. The product collected by filtration was washed with a small amount of benzen... The reactants are C(C)(C)(C)OC(=O)N1CC2=CC=C(C=C2C1)C=1SC=C(N1)C (5-(4-Methyl-thiazol-2-yl)-1,3-dihydro-isoindole-2-carboxylic acid tert-butyl ester), Cl (hydrochloride). Procedure details: Prepared in analogy to Example A3(e) from 5-(4-Methyl-thiazol-2-yl)-1,3-dihydro-isoindole-2-carboxylic acid tert-butyl ester and using trifluoacetic acid instead of hydrochloride acid. Brown solid. MS (m/e): 217.1 ([M+H]+, 100%) The product is CC=1N=C(SC1)C=1C=C2CNCC2=CC1 (5-(4-Methyl-thiazol-2-yl)-2,3-dihydro-1H-isoindole). As a reaction SMILES: C(OC([N:8]1[CH2:16][C:15]2[C:10](=[CH:11][CH:12]=[C:13]([C:17]3[S:18][CH:19]=[C:20]([CH3:22])[N:21]=3)[CH:14]=2)[CH2:9]1)=O)(C)(C)C.Cl>>[CH3:22][C:20]1[N:21]=[C:17]([C:13]2[CH:14]=[C:15]3[C:10](=[CH:11][CH:12]=2)[CH2:9][NH:8][CH2:16]3)[S:18][CH:19]=1. Reactants: Cl (hydrochloric acid), C(C)(=O)C=1C=CC(=C(C(=O)OC)C1)O (methyl 5-acetyl-2-hydroxybenzoate), CI (methyl iodide), C([O-])([O-])=O.[K+].[K+] (potassium carbonate). The solvent is CN(C=O)C (dimethylformamide). Conditions: time 65 hour. Yields the product C(C)(=O)C=1C=CC(=C(C(=O)OC)C1)OC (Methyl 5-acetyl-2-methoxybenzoate). RXN SMILES: [C:1]([C:4]1[CH:5]=[CH:6][C:7]([OH:14])=[C:8]([CH:13]=1)[C:9]([O:11][CH3:12])=[O:10])(=[O:3])[CH3:2].CI.[C:17](=O)([O-])[O-].[K+].[K+].Cl>CN(C)C=O>[C:1]([C:4]1[CH:5]=[CH:6][C:7]([O:14][CH3:17])=[C:8]([CH:13]=1)[C:9]([O:11][CH3:12])=[O:10])(=[O:3])[CH3:2] |f:2.3.4|. Reported procedure: A mixture of 66.1 g (0.341 mole) of methyl 5-acetyl-2-hydroxybenzoate, 7.26 g (0.511 mole) of methyl iodide and 47.0 g (0.341 mole) of potassium carbonate in 400 ml of sieve-dried dimethylformamide is stirred at room temperature for 65 hours. The mixture is poured on 1.5 liters of N hydrochloric acid, extracted 6 times with ethyl ether, washed extract with water, NaHCO3 solution and cold 1 N NaOH, dried over Na2SO4, and evaporated solvent. Methyl 5-acetyl-2-methoxybenzoate, 51.3 g (72%) m.p. 95°... Starting materials: Cl.Cl.C(C)(=O)NC1=CC=C(C=C1)CC(=O)NCCC1=CC=C(C=C1)N (4-Acetylamino N-[2-(4-aminophenyl)ethyl]benzeneacetamide, dihydrochloride), Cl (hydrochloric acid), N(=O)[O-].[Na+] (sodium nitrite), ice. The solvent is O (water), O (water). Product: Cl.C(C)(=O)NC1=CC=C(C=C1)CC(=O)NCCC1=CC=C(C=C1)NN (4-Acetylamino N-[2-(4-Hydrazinophenyl)ethyl]-benzeneacetamide hydrochloride). Yield: 158.6%. RXN SMILES: [ClH:1].Cl.[C:3]([NH:6][C:7]1[CH:12]=[CH:11][C:10]([CH2:13][C:14]([NH:16][CH2:17][CH2:18][C:19]2[CH:24]=[CH:23][C:22]([NH2:25])=[CH:21][CH:20]=2)=[O:15])=[CH:9][CH:8]=1)(=[O:5])[CH3:4].Cl.[N:27]([O-])=O.[Na+]>O>[ClH:1].[C:3]([NH:6][C:7]1[CH:8]=[CH:9][C:10]([CH2:13][C:14]([NH:16][CH2:17][CH2:18][C:19]2[CH:24]=[CH:23][C:22]([NH:25][NH2:27])=[CH:21][CH:20]=2)=[O:15])=[CH:11][CH:12]=1)(=[O:5])[CH3:4] |f:0.1.2,4.5,7.8|. Procedure details: The compound of Section (b) (6.25 g) was suspended in a mixture of water (17 ml) and concentrated hydrochloric acid (8.5 ml). The mixture was cooled in an ice bath and a solution of sodium nitrite (1.39 g) in water (8.5 ml) was added dropwise. The reaction mixture was stirred in the ice bath for 10 min to give a yellow solution with a fine suspension. The suspension was removed by filtration and the filtrate was collected in a cool receiver. The fltrate was poured into a solution of tin (II) chl... Reactants: O=C(O)CCCCCCCBr, COCCOCCO, Cc1ccccc1, CCOC(C)=O, Cc1ccc(S(=O)(=O)O)cc1. Yields the product COCCOCCOC(=O)CCCCCCCBr. As a reaction SMILES: [Br:1][CH2:2][CH2:3][CH2:4][CH2:5][CH2:6][CH2:7][CH2:8][C:9](=[O:10])[OH:11].[CH3:12][O:13][CH2:14][CH2:15][O:16][CH2:17][CH2:18][OH:19].[CH3:31][c:32]1[cH:33][cH:34][cH:35][cH:36][cH:37]1.[CH3:38][CH2:39][O:40][C:41](=[O:42])[CH3:43].[c:20]1([CH3:21])[cH:22][cH:23][c:24]([S:25]([OH:26])(=[O:27])=[O:28])[cH:29][cH:30]1>>[Br:1][CH2:2][CH2:3][CH2:4][CH2:5][CH2:6][CH2:7][CH2:8][C:9](=[O:10])[O:11][CH2:18][CH2:17][O:16][CH2:15][CH2:14][O:13][CH3:12]. Reactants: BrCCCCCCCCCCCCP(OCC)(OCC)=O (diethyl 12-bromododecylphosphonate), [Si](C)(C)(C)Br (Me3SiBr), BrCCCCCCCCCCCCP(OCC)(OCC)=O (diethyl 12-bromododecylphosphonate). Solvent: C(Cl)Cl (CH2Cl2). Conditions: time 12 hour. Yields the product BrCCCCCCCCCCCCP(O)(O)=O (12-Bromododecylphosphonic Acid). As a reaction SMILES: [Br:1][CH2:2][CH2:3][CH2:4][CH2:5][CH2:6][CH2:7][CH2:8][CH2:9][CH2:10][CH2:11][CH2:12][CH2:13][P:14](=[O:21])([O:18]CC)[O:15]CC.[Si](Br)(C)(C)C>C(Cl)Cl>[Br:1][CH2:2][CH2:3][CH2:4][CH2:5][CH2:6][CH2:7][CH2:8][CH2:9][CH2:10][CH2:11][CH2:12][CH2:13][P:14](=[O:15])([OH:21])[OH:18]. Procedure: The compound BDPA was synthesized in two steps. In the first step, diethyl 12-bromododecylphosphonate is prepared as specified in Example 1. In the second step, diethyl 12-bromododecylphosphonate (2.43 g; 6.32 mmol) is reacted with Me3SiBr (2.89 g; 18.93 mmol) in 50 ml of dry CH2Cl2 with stirring at room temperature for 12 hours. The product is CS(=O)(=O)OC1=C(C=CC=C1)C1CC(=NO1)C=1N=C(SC1)C1CCN(CC1)C(CN(C)C)=O (2-(3-{2-[1-(N,N-Dimethylglycyl)piperidin-4-yl]-1,3-thiazol-4-yl}-4,5-dihydro-1,2-oxazol-5-yl)phenyl methanesulphonate). RXN SMILES: [Cl-].[CH3:2][S:3]([O:6][C:7]1[CH:12]=[CH:11][CH:10]=[CH:9][C:8]=1[CH:13]1[O:17][N:16]=[C:15]([C:18]2[N:19]=[C:20]([CH:23]3[CH2:28][CH2:27][NH2+:26][CH2:25][CH2:24]3)[S:21][CH:22]=2)[CH2:14]1)(=[O:5])=[O:4].[CH3:29][N:30]([CH3:35])[CH2:31][C:32](O)=[O:33].C(N(C(C)C)CC)(C)C.F[B-](F)(F)F.N1(OC(N(C)C)=[N+](C)C)C2C=CC=CC=2N=N1>CN(C)C=O>[CH3:2][S:3]([O:6][C:7]1[CH:12]=[CH:11][CH:10]=[CH:9][C:8]=1[CH:13]1[O:17][N:16]=[C:15]([C:18]2[N:19]=[C:20]([CH:23]3[CH2:28][CH2:27][N:26]([C:32](=[O:33])[CH2:31][N:30]([CH3:35])[CH3:29])[CH2:25][CH2:24]3)[S:21][CH:22]=2)[CH2:14]1)(=[O:4])=[O:5] |f:0.1,4.5|. Starting materials: [Cl-].CS(=O)(=O)OC1=C(C=CC=C1)C1CC(=NO1)C=1N=C(SC1)C1CC[NH2+]CC1 (4-[4-(5-{2-[(methylsulphonyl)oxy]phenyl}-4,5-dihydro-1,2-oxazol-3-yl)-1,3-thiazol-2-yl]piperidinium chloride), CN(CC(=O)O)C (N,N-dimethylglycine), C(C)(C)N(CC)C(C)C (diisopropylethylamine), F[B-](F)(F)F.N1(N=NC2=C1C=CC=C2)OC(=[N+](C)C)N(C)C (O-(benzotriazol-1-yl)-N,N,N′,N′-tetramethyluronium tetrafluoroborate). The solvent is CN(C=O)C (dimethylformamide). Run at time 18 hour. Reported procedure: To 4-[4-(5-{2-[(methylsulphonyl)oxy]phenyl}-4,5-dihydro-1,2-oxazol-3-yl)-1,3-thiazol-2-yl]piperidinium chloride (500 mg) in dimethylformamide (6 ml) under argon were added N,N-dimethylglycine (122 mg), diisopropylethylamine (582 mg) and O-(benzotriazol-1-yl)-N,N,N′,N′-tetramethyluronium tetrafluoroborate (TBTU, 542 mg). The reaction mixture was stirred at room temperature for 18 hours. Then ice-cold sodium hydrogencarbonate solution was added thereto, the mixture was filtered, and the aqueous ph...